Task: describe an organic reaction: reactants, conditions, products, and yield. Dataset: the Open Reaction Database (ORD), a public repository of structured organic reaction records Reactants: C(C1=CC=CC=C1)(=O)C1=CC=2C(=NC(N2)=S)C=C1 (5-benzoyl-benzimidazol-2-thione), C(C=C)Cl (allyl chloride), C(C=C)Cl (allyl chloride). Solvent: C(C)O (ethanol). The product is Cl.C1(=CC=CC=C1)C(=O)C1=CC2=C(N=C(N2)SCC=C)C=C1 (Phenyl-(2-(2-propenylthio)-benzimidazole-5-yl)-methanone hydrochloride). RXN SMILES: [C:1]([C:9]1[CH:18]=[CH:17][C:12]2=[N:13][C:14](=[S:16])[N:15]=[C:11]2[CH:10]=1)(=[O:8])[C:2]1[CH:7]=[CH:6][CH:5]=[CH:4][CH:3]=1.[CH2:19]([Cl:22])[CH:20]=[CH2:21]>C(O)C>[ClH:22].[C:2]1([C:1]([C:9]2[CH:18]=[CH:17][C:12]3[N:13]=[C:14]([S:16][CH2:21][CH:20]=[CH2:19])[NH:15][C:11]=3[CH:10]=2)=[O:8])[CH:7]=[CH:6][CH:5]=[CH:4][CH:3]=1 |f:3.4|. Procedure details: 6.55 g (25.76 mmoles) of 5-benzoyl-benzimidazol-2-thione, 2.45 ml of allyl chloride and 40 ml of ethanol are refluxed for 20 hours, thereafter further 2.45 ml of allyl chloride are added and the mixture is refluxed for further 5 hours. The product precipitates upon cooling. The weight (86.7%). M.p.: 182°-183° C. (after recrystallization from isopropanol) Solvent: C(Cl)Cl (DCM), C(Cl)Cl (DCM), C(Cl)Cl (DCM), C(Cl)Cl (DCM). Reported procedure: TiCl4 (1.9 mL, 1.9 mmol) as a 1M DCM solution was added to a solution of dimethyl malonate (0.195 mL, 1.70 mmol) in DCM (10 mL) at 0° C. under N2, and the reaction was stirred for 10 minutes. DIEA (0.3 mL, 1.7 mmol) was then added slowly, and the reaction was stirred for an additional 30 minutes at 0° C. A DCM (2 mL) solution of tert-butyl 5-methoxy-2,2-dimethylpyrrolidine-1-carboxylate (325 mg, 1.4 mmol) was then slowly added dropwise, and the reaction was stirred at 0° C. for 10 minutes. Satur... Starting materials: COC1CCC(N1C(=O)OC(C)(C)C)(C)C (tert-butyl 5-methoxy-2,2-dimethylpyrrolidine-1-carboxylate), [NH4+].[Cl-] (NH4Cl), C(CC(=O)OC)(=O)OC (dimethyl malonate), CCN(C(C)C)C(C)C (DIEA). Isolated yield 75.9%. As a reaction SMILES: [C:1]([O:8][CH3:9])(=[O:7])[CH2:2][C:3]([O:5][CH3:6])=[O:4].CCN(C(C)C)C(C)C.CO[CH:21]1[N:25]([C:26]([O:28][C:29]([CH3:32])([CH3:31])[CH3:30])=[O:27])[C:24]([CH3:34])([CH3:33])[CH2:23][CH2:22]1.[NH4+].[Cl-]>C(Cl)Cl.Cl[Ti](Cl)(Cl)Cl>[C:29]([O:28][C:26]([N:25]1[C:24]([CH3:34])([CH3:33])[CH2:23][CH2:22][CH:21]1[CH:2]([C:1]([O:8][CH3:9])=[O:7])[C:3]([O:5][CH3:6])=[O:4])=[O:27])([CH3:32])([CH3:30])[CH3:31] |f:3.4|. Reaction conditions: time 10 minute. Reagents/catalysts: Cl[Ti](Cl)(Cl)Cl (TiCl4). Yields the product C(C)(C)(C)OC(=O)N1C(CCC1(C)C)C(C(=O)OC)C(=O)OC (dimethyl 2-(1-(tert-butoxycarbonyl)-5,5-dimethylpyrrolidin-2-yl)malonate).